Dataset: the Open Reaction Database (ORD), a public repository of structured organic reaction records. Task: describe an organic reaction: reactants, conditions, products, and yield Starting materials: NC1=C2C(=NC=N1)N(N=C2I)[C@H]2[C@](OC(C1=CC=CC=C1)=O)([C@H](OC(C1=CC=CC=C1)=O)[C@H](O2)COC(C2=CC=CC=C2)=O)C (4-Amino-3-iodo-1-(2-C-methyl-2,3,5-tri-O-benzoyl-β-D-ribofuranosyl)pyrazolo[3,4-d]pyrimidine). Run in N (NH3). Product: NC1=C2C(=NC=N1)N(N=C2I)[C@H]2[C@](O)([C@H](O)[C@H](O2)CO)C (4-Amino-3-iodo-1-(2-C-methyl-β-D-ribofuranosyl)-1H-pyrazolo[3,4-d]pyrimidine). Isolated yield 79.9%. As a reaction SMILES: [NH2:1][C:2]1[N:7]=[CH:6][N:5]=[C:4]2[N:8]([C@@H:12]3[O:34][C@H:33]([CH2:35][O:36]C(=O)C4C=CC=CC=4)[C@@H:23]([O:24]C(=O)C4C=CC=CC=4)[C@@:13]3([CH3:45])[O:14]C(=O)C3C=CC=CC=3)[N:9]=[C:10]([I:11])[C:3]=12>N>[NH2:1][C:2]1[N:7]=[CH:6][N:5]=[C:4]2[N:8]([C@@H:12]3[O:34][C@H:33]([CH2:35][OH:36])[C@@H:23]([OH:24])[C@@:13]3([CH3:45])[OH:14])[N:9]=[C:10]([I:11])[C:3]=12. Reported procedure: A solution of compound 1.4 (540 mg, 0.75 mmol) in MeOHic NH3 (120 mL, saturated at 0° C.) was stirred in a bomb at 45° C. for 16 hr. The mixture was evaporated to dryness and then the residue co-evaporated with additional MeOH. Purification by silica gel column chromatography using 6-14% MeOH in dicholoromethane as eluent gave the desired compound 1.5 (244 mg) as an off-white solid. Yield: 81.6%. Product: C1(CCCC1)C(CC=O)N1N=CC(=C1)C=1C2=C(N=CN1)N(C=C2)COCC[Si](C)(C)C (3-Cyclopentyl-3-[4-(7-[2-(trimethylsilyl)ethoxy]methyl-7H-pyrrolo[2,3-d]pyrimidin-4-yl)-1H-pyrazol-1-yl]propanal). Run at time 5 minute. The reactants are C1(CCCC1)C(CCO)N1N=CC(=C1)C=1C2=C(N=CN1)N(C=C2)COCC[Si](C)(C)C (3-cyclopentyl-3-[4-(7-[2-(trimethylsilyl)ethoxy]methyl-7H-pyrrolo[2,3-d]pyrimidin-4-yl)-1H-pyrazol-1-yl]propan-1-ol), TEA, O (Water), C(C(=O)Cl)(=O)Cl (oxalyl chloride), CS(=O)C (DMSO). Reaction SMILES: C(Cl)(=O)C(Cl)=O.CS(C)=O.[CH:11]1([CH:16]([N:20]2[CH:24]=[C:23]([C:25]3[C:26]4[CH:33]=[CH:32][N:31]([CH2:34][O:35][CH2:36][CH2:37][Si:38]([CH3:41])([CH3:40])[CH3:39])[C:27]=4[N:28]=[CH:29][N:30]=3)[CH:22]=[N:21]2)[CH2:17][CH2:18][OH:19])[CH2:15][CH2:14][CH2:13][CH2:12]1.O>C(Cl)Cl>[CH:11]1([CH:16]([N:20]2[CH:24]=[C:23]([C:25]3[C:26]4[CH:33]=[CH:32][N:31]([CH2:34][O:35][CH2:36][CH2:37][Si:38]([CH3:39])([CH3:41])[CH3:40])[C:27]=4[N:28]=[CH:29][N:30]=3)[CH:22]=[N:21]2)[CH2:17][CH:18]=[O:19])[CH2:15][CH2:14][CH2:13][CH2:12]1. Reported procedure: To a solution of oxalyl chloride (0.108 mL, 1.28 mmol) in DCM (10.0 mL) at −78° C. was added DMSO (151 μL, 2.13 mmol). After stirring for 5 minutes, 3-cyclopentyl-3-[4-(7-[2-(trimethylsilyl)ethoxy]methyl-7H-pyrrolo[2,3-d]pyrimidin-4-yl)-1H-pyrazol-1-yl]propan-1-ol (471 mg, 1.07 mmol) in DCM (3.00 mL) was added. The mixture was stirred for 30 minutes at −78° C. TEA (594 μL, 4.26 mmol) was then added. The resulting mixture was then allowed to warm to room temperature over the course of 30 minutes.... The solvent is C(Cl)Cl (DCM), C(Cl)Cl (DCM). Reactants: C(C)OC(=O)C1CCN(CC1)C1=NC=C(C=C1)C(C)=O (5′-acetyl-3,4,5,6-tetrahydro-2H-[1,2′]bipyridinyl-4-carboxylic acid ethyl ester), O[Li].O (LiOH.H2O). Run in C1CCOC1 (THF), O (H2O), CO (MeOH). Conditions: time 8 hour. The product is C(C)(=O)C=1C=CC(=NC1)N1CCC(CC1)C(=O)O (5′-Acetyl-3,4,5,6-tetrahydro-2H-[1,2′]bipyridinyl-4-carboxylic acid). Yield: 91.9%. Reaction SMILES: C([O:3][C:4]([CH:6]1[CH2:11][CH2:10][N:9]([C:12]2[CH:17]=[CH:16][C:15]([C:18](=[O:20])[CH3:19])=[CH:14][N:13]=2)[CH2:8][CH2:7]1)=[O:5])C.O[Li].O>C1COCC1.O.CO>[C:18]([C:15]1[CH:16]=[CH:17][C:12]([N:9]2[CH2:8][CH2:7][CH:6]([C:4]([OH:5])=[O:3])[CH2:11][CH2:10]2)=[N:13][CH:14]=1)(=[O:20])[CH3:19] |f:1.2|. Procedure details: To a stirred solution of 5′-acetyl-3,4,5,6-tetrahydro-2H-[1,2′]bipyridinyl-4-carboxylic acid ethyl ester (15.8 g, 0.057 mol) in THF (75 mL), H2O (75 mL) and MeOH (8 mL) was added LiOH.H2O (2.64 g, 0.0629 mol). Stirring was continued overnight at RT before the organic solvent were removed under vacuo. The pH of the was adjusted to 5 with acetic acid, and the white precipitate was filtered off and dried to yield 13 g (92%) of 5′-Acetyl-3,4,5,6-tetrahydro-2H-[1,2′]bipyridinyl-4-carboxylic acid. ES-... Starting materials: OC1=CC(=C(C=O)C=C1)OC (4-hydroxy-2-methoxybenzaldehyde), C(C)C=1C=C(C(=N)NO)C=C(C1O)C (3-ethyl-4,N-dihydroxy-5-methyl-benzamidine). The product is OC1=CC(=C(C(=N)NO)C=C1)OC (4,N-Dihydroxy-2-methoxy-benzamidine). Reaction SMILES: [OH:1][C:2]1C=CC(C=O)=C(OC)C=1.C([C:14]1[CH:15]=[C:16]([CH:21]=[C:22](C)[C:23]=1[OH:24])[C:17]([NH:19][OH:20])=[NH:18])C>>[OH:24][C:23]1[CH:22]=[CH:21][C:16]([C:17]([NH:19][OH:20])=[NH:18])=[C:15]([O:1][CH3:2])[CH:14]=1. Reported procedure: The title compound is prepared from commercially available 4-hydroxy-2-methoxybenzaldehyde in analogy to literature procedures (see 3-ethyl-4,N-dihydroxy-5-methyl-benzamidine); LC-MS: tR=0.41 min; [M+1]+=183.06; 1H NMR (D6-DMSO): δ3.74 (s, 3H), 5.47 (s, 2H), 6.35 (dd, J=8.3, 1.5 Hz, 1H), 6.45 (s, 1H), 7.21 (d, J=8.5 Hz, 1H), 9.42 (s, 2H). Reactants: ClCCCOC=1C(=CC2=C(C3=C(C(O2)=O)CCC3)C1)OC (8-(3-chloropropoxy)-2,3-dihydro-7-methoxy-cyclopenta[c][1]benzopyran-4(1H)-one), C(C)O (ethanol), C(\C=C\C(=O)[O-])(=O)[O-] (Fumarate), COC=1C=C(C=CC1)N1CCNCC1 (1-(3-methoxyphenyl)piperazine). The solvent is C(C)(C)O (isopropanol), CC(=O)C (acetone). Product: COC1=CC2=C(C3=C(C(O2)=O)CCC3)C=C1OCCCN1CCN(CC1)C1=CC(=CC=C1)OC (2,3-dihydro-7-methoxy-8-{3-[4-(3-methoxyphenyl)-1-piperazinyl]propoxy}cyclopenta[c][1]benzopyran-4(1H)-one). Yield: 58.0%. RXN SMILES: Cl[CH2:2][CH2:3][CH2:4][O:5][C:6]1[C:7]([O:20][CH3:21])=[CH:8][C:9]2[O:14][C:13](=[O:15])[C:12]3[CH2:16][CH2:17][CH2:18][C:11]=3[C:10]=2[CH:19]=1.[CH3:22][O:23][C:24]1[CH:25]=[C:26]([N:30]2[CH2:35][CH2:34][NH:33][CH2:32][CH2:31]2)[CH:27]=[CH:28][CH:29]=1.C(O)C.C([O-])(=O)/C=C/C([O-])=O>CC(C)=O.C(O)(C)C>[CH3:21][O:20][C:7]1[C:6]([O:5][CH2:4][CH2:3][CH2:2][N:33]2[CH2:32][CH2:31][N:30]([C:26]3[CH:27]=[CH:28][CH:29]=[C:24]([O:23][CH3:22])[CH:25]=3)[CH2:35][CH2:34]2)=[CH:19][C:10]2[C:11]3[CH2:18][CH2:17][CH2:16][C:12]=3[C:13](=[O:15])[O:14][C:9]=2[CH:8]=1. Reported procedure: Method B (60 h at 50° C.); starting materials: 8-(3-chloropropoxy)-2,3-dihydro-7-methoxy-cyclopenta[c][1]benzopyran-4(1H)-one (example 83) and 1-(3-methoxyphenyl)piperazine; yield 58%; fusion point 130°-132° C. (from ethanol and isopropanol). Fumarate: method E; yield 80%; fusion point 174°-175° C. (from acetone).